The task is: describe an organic reaction: reactants, conditions, products, and yield. This data is from the Open Reaction Database (ORD), a public repository of structured organic reaction records. Reactants: ClC=1C=C(C=C2C=C(C(OC12)C(F)(F)F)C(=O)OCC)I (ethyl 8-chloro-6-iodo-2-(trifluoromethyl)-2H-chromene-3-carboxylate), C(CCC)[Sn](C#C)(CCCC)CCCC (tributyl(ethynyl)tin). Reagents/catalysts: C=1C=CC(=CC1)[P](C=2C=CC=CC2)(C=3C=CC=CC3)[Pd]([P](C=4C=CC=CC4)(C=5C=CC=CC5)C=6C=CC=CC6)([P](C=7C=CC=CC7)(C=8C=CC=CC8)C=9C=CC=CC9)[P](C=1C=CC=CC1)(C=1C=CC=CC1)C=1C=CC=CC1 (tetrakis(triphenylphosphine)palladium(0)). Run in C1(=CC=CC=C1)C (toluene). Product: ClC=1C=C(C=C2C=C(C(OC12)C(F)(F)F)C(=O)OCC)C#C (ethyl 8-chloro-6-ethynyl-2-(trifluoromethyl)-2H-chromene-3-carboxylate). Yield: 75.6%. As a reaction SMILES: [Cl:1][C:2]1[CH:3]=[C:4](I)[CH:5]=[C:6]2[C:11]=1[O:10][CH:9]([C:12]([F:15])([F:14])[F:13])[C:8]([C:16]([O:18][CH2:19][CH3:20])=[O:17])=[CH:7]2.[CH2:22]([Sn](CCCC)(CCCC)C#C)[CH2:23]CC>C1C=CC([P]([Pd]([P](C2C=CC=CC=2)(C2C=CC=CC=2)C2C=CC=CC=2)([P](C2C=CC=CC=2)(C2C=CC=CC=2)C2C=CC=CC=2)[P](C2C=CC=CC=2)(C2C=CC=CC=2)C2C=CC=CC=2)(C2C=CC=CC=2)C2C=CC=CC=2)=CC=1.C1(C)C=CC=CC=1>[Cl:1][C:2]1[CH:3]=[C:4]([C:22]#[CH:23])[CH:5]=[C:6]2[C:11]=1[O:10][CH:9]([C:12]([F:15])([F:14])[F:13])[C:8]([C:16]([O:18][CH2:19][CH3:20])=[O:17])=[CH:7]2 |^1:40,42,61,80|. Procedure details: To 0.86 g (2.0 mmole) of ethyl 8-chloro-6-iodo-2-(trifluoromethyl)-2H-chromene-3-carboxylate was added 46 mg (0.040 mmole) tetrakis(triphenylphosphine)palladium(0), 6 mLs degassed toluene and 0.64 mL (0.69 g, 2.2 mmole) tributyl(ethynyl)tin. The stirred mixture was heated to reflux for 3 h. After allowing the reaction to cool, the mixture was washed with 20% aq. ammonium fluoride and the aqueous layer extracted three times with diethyl ether. The combined extracts were filtered through silica, t... The reactants are [N+](=O)([O-])C1=CC=C(C=C1)OC(=O)N1CCC(CC1)C1=CC=C(C=C1)NC(=O)C=1N=C(OC1C(F)(F)F)C1=CC=CC=C1 (4-{4-[(2-phenyl-5-trifluoromethyl-oxazole-4-carbonyl)-amino]-phenyl}-piperidine-1-carboxylic acid 4-nitro-phenyl ester), COC(CCC1CCNCC1)=O (3-piperidin-4-yl-propionic acid methyl ester). Yields the product C1(=CC=CC=C1)C=1OC(=C(N1)C(=O)NC1=CC=C(C=C1)C1CCN(CC1)C(=O)N1CCC(CC1)CCC(=O)O)C(F)(F)F (3-[1-(4-{4-[(2-phenyl-5-trifluoromethyl-oxazole-4-carbonyl)-amino]-phenyl}-piperidine-1-carbonyl)-piperidin-4-yl]-propionic acid). Reaction SMILES: [N+](C1C=CC([O:10][C:11]([N:13]2[CH2:18][CH2:17][CH:16]([C:19]3[CH:24]=[CH:23][C:22]([NH:25][C:26]([C:28]4[N:29]=[C:30]([C:37]5[CH:42]=[CH:41][CH:40]=[CH:39][CH:38]=5)[O:31][C:32]=4[C:33]([F:36])([F:35])[F:34])=[O:27])=[CH:21][CH:20]=3)[CH2:15][CH2:14]2)=O)=CC=1)([O-])=O.C[O:44][C:45](=[O:54])[CH2:46][CH2:47][CH:48]1[CH2:53][CH2:52][NH:51][CH2:50][CH2:49]1>>[C:37]1([C:30]2[O:31][C:32]([C:33]([F:35])([F:34])[F:36])=[C:28]([C:26]([NH:25][C:22]3[CH:21]=[CH:20][C:19]([CH:16]4[CH2:15][CH2:14][N:13]([C:11]([N:51]5[CH2:52][CH2:53][CH:48]([CH2:47][CH2:46][C:45]([OH:44])=[O:54])[CH2:49][CH2:50]5)=[O:10])[CH2:18][CH2:17]4)=[CH:24][CH:23]=3)=[O:27])[N:29]=2)[CH:42]=[CH:41][CH:40]=[CH:39][CH:38]=1. Reported procedure: With a procedure similar to above, 3-[1-(4-{4-[(2-phenyl-5-trifluoromethyl-oxazole-4-carbonyl)-amino]-phenyl}-piperidine-1-carbonyl)-piperidin-4-yl]-propionic acid was prepared from 4-{4-[(2-phenyl-5-trifluoromethyl-oxazole-4-carbonyl)-amino]-phenyl}-piperidine-1-carboxylic acid 4-nitro-phenyl ester and 3-piperidin-4-yl-propionic acid methyl ester. LCMS calcd for C31H33F3N4O5 (m/e) 598, obsd 599 (M+H). The NMR spectrum obtained on the sample is compatible with its structure. Product: CC(C)N1CCN(c2nccn(CCOc3cc(F)c(F)cc3F)c2=O)CC1. The reactants are C1CCOC1, CC(C)(C)[O-], CS(=O)(=O)OCCOc1cc(F)c(F)cc1F, CC(C)N1CCN(c2ncc[nH]c2=O)CC1, [K+], O. Reaction SMILES: [CH2:41]1[O:42][CH2:43][CH2:44][CH2:45]1.[CH3:17][C:18]([CH3:19])([O-:20])[CH3:21].[CH3:23][S:24]([O:25][CH2:28][CH2:29][O:30][c:31]1[c:32]([F:39])[cH:33][c:34]([F:38])[c:35]([F:37])[cH:36]1)(=[O:26])=[O:27].[CH:1]([CH3:2])([CH3:3])[N:4]1[CH2:5][CH2:6][N:7]([c:10]2[c:11](=[O:16])[nH:12][cH:13][cH:14][n:15]2)[CH2:8][CH2:9]1.[K+:22].[OH2:40]>>[CH:1]([CH3:2])([CH3:3])[N:4]1[CH2:5][CH2:6][N:7]([c:10]2[c:11](=[O:16])[n:12]([CH2:28][CH2:29][O:30][c:31]3[c:32]([F:39])[cH:33][c:34]([F:38])[c:35]([F:37])[cH:36]3)[cH:13][cH:14][n:15]2)[CH2:8][CH2:9]1. Reaction SMILES: [H-].[Na+].[O:3]1[CH2:7][CH2:6][CH2:5][CH2:4]1.[O:8]1[C:12]2[CH:13]=[CH:14][C:15]([CH:17]=O)=[CH:16][C:11]=2[CH2:10][CH2:9]1.[OH2:19]>>[O:3]1[C:7]2[CH:13]=[CH:14][C:15](/[CH:16]=[CH:11]/[C:12]([O:8][CH2:9][CH3:10])=[O:19])=[CH:17][C:6]=2[CH2:5][CH2:4]1 |f:0.1|. The yield is 88.0%. Procedure: 60% sodium hydride (3.39 g, 84.6 mmols) was added to a tetrahydrofuran (150 ml) solution of triethyl phosphonoacetate (19.0 g, 84.6 mmols) while cooling with ice, and the mixture was stirred for 20 minutes. To this was dropwise added a tetrahydrofuran (15 ml) solution of 2,3-dihydrobenzofuran-5-carbaldehyde (11.4 g, 76.9 mmols) and stirred further for 1 hour. Water was added to the reaction mixture, which was then extracted with ethyl acetate. The extract was washed with a saturated saline solut... Yields the product O1CCC2=C1C=CC(=C2)/C=C/C(=O)OCC (Ethyl (E)-3-(2,3-dihydrobenzofuran-5-yl)-2-propenoate). The reactants are [H-].[Na+] (sodium hydride), O1CCCC1 (tetrahydrofuran), triethyl phosphonoacetate, O1CCCC1 (tetrahydrofuran), O1CCC2=C1C=CC(=C2)C=O (2,3-dihydrobenzofuran-5-carbaldehyde), O (Water). Reaction conditions: time 20 minute. Reactants: COC=1C=C(C[C@@H]2NCCC3=CC(=C(C=C23)OC)OC)C=CC1OC ((1S)-1-(3,4-Dimethoxy-benzyl)-6,7-dimethoxy-1,2,3,4-tetrahydroisoquinoline), BrCC(=O)Br (2-bromoacetyl bromide), C(C)OC1=C(CN)C=CC=C1 (2-ethoxy-benzylamine). Yields the product COC=1C=C(C[C@@H]2N(CCC3=CC(=C(C=C23)OC)OC)CC(=O)NCC2=C(C=CC=C2)OCC)C=CC1OC (2-[(1S)-1-(3,4-Dimethoxy-benzyl)-6,7-dimethoxy-3,4-dihydro-1H-isoquinolin-2-yl]-N-(2-ethoxy-benzyl)-acetamide). As a reaction SMILES: [CH3:1][O:2][C:3]1[CH:4]=[C:5]([CH:21]=[CH:22][C:23]=1[O:24][CH3:25])[CH2:6][C@H:7]1[C:16]2[C:11](=[CH:12][C:13]([O:19][CH3:20])=[C:14]([O:17][CH3:18])[CH:15]=2)[CH2:10][CH2:9][NH:8]1.Br[CH2:27][C:28](Br)=[O:29].[CH2:31]([O:33][C:34]1[CH:41]=[CH:40][CH:39]=[CH:38][C:35]=1[CH2:36][NH2:37])[CH3:32]>>[CH3:1][O:2][C:3]1[CH:4]=[C:5]([CH:21]=[CH:22][C:23]=1[O:24][CH3:25])[CH2:6][C@H:7]1[C:16]2[C:11](=[CH:12][C:13]([O:19][CH3:20])=[C:14]([O:17][CH3:18])[CH:15]=2)[CH2:10][CH2:9][N:8]1[CH2:27][C:28]([NH:37][CH2:36][C:35]1[CH:38]=[CH:39][CH:40]=[CH:41][C:34]=1[O:33][CH2:31][CH3:32])=[O:29]. Procedure details: prepared by reaction of (1S)-1-(3,4-Dimethoxy-benzyl)-6,7-dimethoxy-1,2,3,4-tetrahydroisoquinoline and 2-bromoacetyl bromide with 2-ethoxy-benzylamine Starting materials: CN(CCN)c1cncs1, O=C(O)C#Cc1cccc(Cl)c1, ClCCl, N=C=N. Product: CN(CCNC(=O)C#Cc1cccc(Cl)c1)c1cncs1. As a reaction SMILES: [CH3:4][N:5]([CH2:6][CH2:7][NH2:8])[c:9]1[cH:10][n:11][cH:12][s:13]1.[Cl:14][c:15]1[cH:16][c:17]([C:21]#[C:22][C:23](=[O:24])[OH:25])[cH:18][cH:19][cH:20]1.[Cl:26][CH2:27][Cl:28].[NH:1]=[C:2]=[NH:3]>>[CH3:4][N:5]([CH2:6][CH2:7][NH:8][C:23]([C:22]#[C:21][c:17]1[cH:16][c:15]([Cl:14])[cH:20][cH:19][cH:18]1)=[O:24])[c:9]1[cH:10][n:11][cH:12][s:13]1.